From a dataset of the Open Reaction Database (ORD), a public repository of structured organic reaction records. describe an organic reaction: reactants, conditions, products, and yield Starting materials: 21, NCC(=O)O (glycine), C([O-])(O)=O.[Na+] (sodium bicarbonate), COC(=O)C=1C=C(C(=O)Cl)C=C(C1)[N+](=O)[O-] (3-methoxycarbonyl-5-nitrobenzoyl chloride), CC(=O)C (acetone). Run in O (water). Product: COC(=O)C=1C=C(C(=O)NCC(=O)O)C=C(C1)[N+](=O)[O-] (N-(3-methoxycarbonyl-5-nitrobenzoyl)-glycine). As a reaction SMILES: [CH3:1][O:2][C:3]([C:5]1[CH:6]=[C:7]([CH:11]=[C:12]([N+:14]([O-:16])=[O:15])[CH:13]=1)[C:8](Cl)=[O:9])=[O:4].CC(C)=O.[NH2:21][CH2:22][C:23]([OH:25])=[O:24].C(=O)(O)[O-].[Na+]>O>[CH3:1][O:2][C:3]([C:5]1[CH:6]=[C:7]([CH:11]=[C:12]([N+:14]([O-:16])=[O:15])[CH:13]=1)[C:8]([NH:21][CH2:22][C:23]([OH:25])=[O:24])=[O:9])=[O:4] |f:3.4|. Procedure: Under agitation and during the course of 21/2 hours, 183.0 g. (0.75 mole) of 3-methoxycarbonyl-5-nitrobenzoyl chloride in 750 ml. of acetone is added dropwise to a solution of 62.0 g. (0.825 mole) of glycine and 189.0 G. of sodium bicarbonate in 3 l. of water. The first-obtained precipitate is gradually dissolved again after an additional three hours of agitation. Thereafter, the reaction mixture is extracted twice with ether, the aqueous phase is acidified with concentrated hydrochloric acid, t... Reactants: Example A ( 141 ), BrC1=CC(=C(C=C1OC)CC#N)F ((4-Bromo-2-fluoro-5-methoxy-phenyl)-acetonitrile), BrC1=CC(=C(C=C1)C1(CC1)C#N)F (1-(4-bromo-2-fluoro-phenyl)-cyclopropanecarbonitrile). The product is BrC1=C(C=C(C(=C1)F)CBr)OC (1-Bromo-4-bromomethyl-5-fluoro-2-methoxy-benzene). As a reaction SMILES: [Br:1][C:2]1[C:7]([O:8][CH3:9])=[CH:6][C:5]([CH2:10]C#N)=[C:4]([F:13])[CH:3]=1.[Br:14]C1C=CC(C2(C#N)CC2)=C(F)C=1>>[Br:1][C:2]1[CH:3]=[C:4]([F:13])[C:5]([CH2:10][Br:14])=[CH:6][C:7]=1[O:8][CH3:9]. Procedure: The desired product was prepared analogously to Example A (141) step 1, substituting (4-Bromo-2-fluoro-5-methoxy-phenyl)-acetonitrile (1.95 g, 8.0 mmol) from step 3 below in place of 1-(4-bromo-2-fluoro-phenyl)-cyclopropanecarbonitrile. Yield: 2.45 g, 82.2%. 1H NMR (CDCl3) δ: 3.82 (s, 3H), 4.40 (s, 2H), 6.82 (d, J=5.8 Hz, 1H), 7.24 (d, J=10.58 Hz, 1H). Starting materials: ClC1=C(C=CC(=C1)[N+](=O)[O-])OCC(C)C (2-Chloro-1-isobutoxy-4-nitro-benzene), C1CCOC1 (THF), Cl[Sn]Cl (SnCl2), C(=O)(O)[O-].[Na+] (NaHCO3), NC1=CC=CC=C1 (aniline), C1CC(=O)N(C1=O)Br (NBS), C1CCOC1 (THF). Product: BrC1=C(C=C(C(=C1)OCC(C)C)Cl)NC(C)=O (N-(2-Bromo-5-chloro-4-isobutoxy-phenyl)-acetamide). Reported procedure: 5.5 g (27.4 mmol) 2-Chloro-1-isobutoxy-4-nitro-benzene was dissolved in 150 ml THF and 30 ml water. After addition of 36.4 g (192 mmol) SnCl2 the reaction mixture was refluxed for 15 minutes. NaHCO3 solution was added, the mixture was extracted with ethyl acetate, dried and concentrated. The crude aniline (5.2 g, 95%) was used without further purification. 2.0 g (10.0 mmol) of the aniline were treated with 1.78 g (10.0 mmol) NBS in 60 ml THF for 20 hours at room temperature. Extraction with ethy... Reaction SMILES: [Cl:1][C:2]1[CH:7]=[C:6]([N+:8]([O-])=O)[CH:5]=[CH:4][C:3]=1[O:11][CH2:12][CH:13]([CH3:15])[CH3:14].Cl[Sn]Cl.C([O-])(O)=O.[Na+].NC1C=CC=CC=1.C1C(=O)N([Br:38])C(=O)C1.C1C[O:42][CH2:41][CH2:40]1>O>[Br:38][C:5]1[CH:4]=[C:3]([O:11][CH2:12][CH:13]([CH3:15])[CH3:14])[C:2]([Cl:1])=[CH:7][C:6]=1[NH:8][C:41](=[O:42])[CH3:40] |f:2.3|. Solvent: O (water). The reactants are CC1=C(N)C=CC=C1C (2,3-dimethylaniline), C([O-])([O-])=O.[Cs+].[Cs+] (cesium carbonate), [I-].[Na+] (Sodium iodide), C(C)OC(CBr)OCC (bromoacetaldehyde diethylacetal). Solvent: CN(C)C=O (DMF), CCOC(=O)C (EtOAc). Reaction conditions: temperature 110 celsius, time 4 day. The product is C(C)OC(CNC1=C(C(=CC=C1)C)C)OCC (N-[2,2-diethoxy(ethyl)]-2,3-dimethylaniline). As a reaction SMILES: [CH3:1][C:2]1[C:8]([CH3:9])=[CH:7][CH:6]=[CH:5][C:3]=1[NH2:4].C(=O)([O-])[O-].[Cs+].[Cs+].[CH2:16]([O:18][CH:19]([O:22][CH2:23][CH3:24])[CH2:20]Br)[CH3:17].[I-].[Na+]>CN(C=O)C.CCOC(C)=O>[CH2:16]([O:18][CH:19]([O:22][CH2:23][CH3:24])[CH2:20][NH:4][C:3]1[CH:5]=[CH:6][CH:7]=[C:8]([CH3:9])[C:2]=1[CH3:1])[CH3:17] |f:1.2.3,5.6|. Reported procedure: To a solution of 2,3-dimethylaniline (2.0 mL, 16.6 mmol) in 30 mL of dry DMF at room temperature was added cesium carbonate (5.4 g, 17 mmol), then bromoacetaldehyde diethylacetal (2.50 mL, 16.6 mmol). The solution was warmed to 110° C., and stirred for four days. Sodium iodide (100 mg, 0.6 mmol) was added, and the reaction stirred for an additional 24 hours. The reaction mixture was poured into EtOAc, washed with water and brine, dried (Na2SO4), filtered, and concentrated in vacuo to provide the... Product: C(C)(C)(C)C1=CC=C(C(=O)NC2=C(C(=CC=C2)C2=C3C(=NC=C2)C=C(O3)C3=CC=C(C=C3)C(=O)N3CCCC3)C)C=C1 (4-tert.-Butyl-N-(2-methyl-3-{2-[4-(pyrrolidin-1-ylcarbonyl)phenyl]furo[3,2-b]pyridin-7-yl}phenyl)benzamide), solid. The yield is 9.0%. Reaction SMILES: [CH3:1][C:2]1[C:8]([C:9]2[CH:14]=[CH:13][N:12]=[C:11]3[CH:15]=[C:16]([C:18]4[CH:23]=[CH:22][C:21]([C:24]([N:26]5[CH2:30][CH2:29][CH2:28][CH2:27]5)=[O:25])=[CH:20][CH:19]=4)[O:17][C:10]=23)=[CH:7][CH:6]=[CH:5][C:3]=1[NH2:4].[C:31]([C:35]1[CH:43]=[CH:42][C:38]([C:39](Cl)=[O:40])=[CH:37][CH:36]=1)([CH3:34])([CH3:33])[CH3:32]>>[C:31]([C:35]1[CH:36]=[CH:37][C:38]([C:39]([NH:4][C:3]2[CH:5]=[CH:6][CH:7]=[C:8]([C:9]3[CH:14]=[CH:13][N:12]=[C:11]4[CH:15]=[C:16]([C:18]5[CH:23]=[CH:22][C:21]([C:24]([N:26]6[CH2:30][CH2:29][CH2:28][CH2:27]6)=[O:25])=[CH:20][CH:19]=5)[O:17][C:10]=34)[C:2]=2[CH3:1])=[O:40])=[CH:42][CH:43]=1)([CH3:34])([CH3:32])[CH3:33]. The reactants are CC1=C(N)C=CC=C1C1=C2C(=NC=C1)C=C(O2)C2=CC=C(C=C2)C(=O)N2CCCC2 (2-methyl-3-{2-[4-(pyrrolidin-1-ylcarbonyl)phenyl]furo[3,2-b]pyridin-7-yl}aniline), C(C)(C)(C)C1=CC=C(C(=O)Cl)C=C1 (4-tert-butylbenzoyl chloride). Reported procedure: The compound was synthesized according to the procedure M using 2-methyl-3-{2-[4-(pyrrolidin-1-ylcarbonyl)phenyl]furo[3,2-b]pyridin-7-yl}aniline (50 mg, 0.13 mmol) and 4-tert-butylbenzoyl chloride (27.21 mg, 0.14 mmol). The title compound was obtained as white solid (6.00 mg, 9%). HPLC (method F): 100%, RT=4.714 min. MS: m/z=558 [M+H]+, RT=4.85 min. Reactants: FC=1C=C2NC=C(CCN)C2=CC1 (6-fluorotryptamine), FC(COC1=C(C=O)C=CC=C1)(C(F)F)F (2,2,3,3-tetrafluoropropoxybenzaldehyde), C(C)O (ethanol), [BH4-].[Na+] (NaBH4). Reaction conditions: time 2 hour. The product is FC1=CC=C2C(=CNC2=C1)CCNCC1=CC(=CC=C1)OCC(C(F)F)(F)F (N-(2-(6-Fluoro-1H-indol-3-yl)ethyl)-3-(2,2,3,3-tetrafluoropropoxy)benzylamine). Reaction SMILES: [F:1][C:2]1[CH:3]=[C:4]2[C:11](=[CH:12][CH:13]=1)[C:7]([CH2:8][CH2:9][NH2:10])=[CH:6][NH:5]2.[F:14][C:15]([F:29])([CH:26]([F:28])[F:27])[CH2:16][O:17][C:18]1[CH:25]=[CH:24][CH:23]=[CH:22][C:19]=1C=O.[BH4-].[Na+].[CH2:32](O)C>>[F:1][C:2]1[CH:3]=[C:4]2[C:11]([C:7]([CH2:8][CH2:9][NH:10][CH2:32][C:24]3[CH:23]=[CH:22][CH:19]=[C:18]([O:17][CH2:16][C:15]([F:14])([F:29])[CH:26]([F:27])[F:28])[CH:25]=3)=[CH:6][NH:5]2)=[CH:12][CH:13]=1 |f:2.3|. Procedure details: Combine 6-fluorotryptamine hydrochloride (90 g, 0.419 mol) and water (900 ml). Add an aqueous solution of NaOH (2N, 230 ml) and dichloromethane (900 ml). After 1 hour, separate the organic layer, extract the aqueous layer with dichloromethane, combine the organic layers, wash water, dry over MgSO4, and evaporate to a residue. Combine the residue and toluene (200 ml) and evaporate to give 78.45 g of a brown oil. Combine the above 78.5 g with another 41.4 g batch to provide 6-fluorotryptamine. Com... Reactants: BrC1=CC2=C(N(S(N2C)(=O)=O)CC2CC2)C=C1 (5-bromo-1-(cyclopropylmethyl)-3-methyl-1,3-dihydro-2,1,3-benzothiadiazole 2,2-dioxide), CC1(OB(OC1(C)C)C1=C(C#N)C=CC=C1)C (2-(4,4,5,5-tetramethyl-1,3,2-dioxaborolan-2-yl)benzonitrile), C([O-])([O-])=O.[Cs+].[Cs+] (cesium carbonate), O1CCOCC1 (dioxane). Reagents/catalysts: C(C)(C)(C)P(C(C)(C)C)C(C)(C)C.C(C)(C)(C)P(C(C)(C)C)C(C)(C)C.[Pd] (palladium bis(tri-tert-butylphosphine)). Run at temperature 100 celsius. Procedure details: To a microwave vial was added 5-bromo-1-(cyclopropylmethyl)-3-methyl-1,3-dihydro-2,1,3-benzothiadiazole 2,2-dioxide (1-4) (0.074 g, 0.23 mmol), 2-(4,4,5,5-tetramethyl-1,3,2-dioxaborolan-2-yl)benzonitrile (0.070 g, 0.30 mmol), cesium carbonate (0.15 g, 0.47 mmol), palladium bis(tri-tert-butylphosphine) (0.024 g, 0.047 mmol), dioxane (1 mL), and water (0.2 mL). The reaction mixture was then heated under microwave irradiation at 100° C. for 10 minutes. The crude reaction mixture was then allowed to... Reaction SMILES: Br[C:2]1[CH:17]=[CH:16][C:5]2[N:6]([CH2:12][CH:13]3[CH2:15][CH2:14]3)[S:7](=[O:11])(=[O:10])[N:8]([CH3:9])[C:4]=2[CH:3]=1.CC1(C)C(C)(C)OB([C:26]2[CH:33]=[CH:32][CH:31]=[CH:30][C:27]=2[C:28]#[N:29])O1.C(=O)([O-])[O-].[Cs+].[Cs+].O1CCOCC1>CO.C(P(C(C)(C)C)C(C)(C)C)(C)(C)C.C(P(C(C)(C)C)C(C)(C)C)(C)(C)C.[Pd].O>[CH:13]1([CH2:12][N:6]2[C:5]3[CH:16]=[CH:17][C:2]([C:26]4[CH:33]=[CH:32][CH:31]=[CH:30][C:27]=4[C:28]#[N:29])=[CH:3][C:4]=3[N:8]([CH3:9])[S:7]2(=[O:11])=[O:10])[CH2:15][CH2:14]1 |f:2.3.4,7.8.9|. Run in O (water), CO (methanol). Product: C1(CC1)CN1S(N(C2=C1C=CC(=C2)C2=C(C#N)C=CC=C2)C)(=O)=O (2-[1-(cyclopropylmethyl)-3-methyl-2,2-dioxido-1,3-dihydro-2,1,3-benzothiadiazol-5-yl]benzonitrile). Starting materials: O=N[O-], CS(=O)(=O)c1cc(N)cc(C(=O)O)c1, [Na+], O, O=S(=O)(O)O. Yields the product CS(=O)(=O)c1cc(O)cc(C(=O)O)c1. Reaction SMILES: [N:15](=[O:16])[O-:17].[NH2:1][c:2]1[cH:3][c:4]([C:5](=[O:6])[OH:7])[cH:8][c:9]([S:11](=[O:12])(=[O:13])[CH3:14])[cH:10]1.[Na+:18].[OH2:24].[S:19](=[O:20])(=[O:21])([OH:22])[OH:23]>>[c:2]1([OH:16])[cH:3][c:4]([C:5](=[O:6])[OH:7])[cH:8][c:9]([S:11](=[O:12])(=[O:13])[CH3:14])[cH:10]1. Starting materials: Cc1ccc(-c2nn(C(C)(C)C)c3ncnc(N)c23)cc1, O=CO, Cl. Yields the product Cc1ccc(-c2n[nH]c3ncnc(N)c23)cc1. Reaction SMILES: [C:1]([CH3:2])([CH3:3])([CH3:4])[n:5]1[n:6][c:7](-[c:15]2[cH:16][cH:17][c:18]([CH3:21])[cH:19][cH:20]2)[c:8]2[c:9]1[n:10][cH:11][n:12][c:13]2[NH2:14].[CH:22]([OH:23])=[O:24].[ClH:25]>>[nH:5]1[n:6][c:7](-[c:15]2[cH:16][cH:17][c:18]([CH3:21])[cH:19][cH:20]2)[c:8]2[c:9]1[n:10][cH:11][n:12][c:13]2[NH2:14]. Reactants: [N-]=[N+]=[N-].[Na+] (NaN3), COC(C1=C(C=C(C=C1)OCCC1=C(N(C2=CC=C(C=C12)Cl)C(C1=CC=CC=C1)C1=CC=CC=C1)CCOS(=O)(=O)C)OC(C)C)=O (4-{2-[1-Benzhydryl-5-chloro-2-(2-methanesulfonyloxy-ethyl)-1H-indol-3-yl]-ethoxy}-2-isopropoxy-benzoic acid methyl ester), O (water). The solvent is CN(C)C=O (DMF). Reaction conditions: temperature 60 celsius, time 3 hour. Yields the product COC(C1=C(C=C(C=C1)OCCC1=C(N(C2=CC=C(C=C12)Cl)C(C1=CC=CC=C1)C1=CC=CC=C1)CCN=[N+]=[N-])OC(C)C)=O (4-{2-[2-(2-Azido-ethyl)-1-benzhydryl-5-chloro-1H-indol-3-yl]-ethoxy}-2-isopropoxy-benzoic acid methyl ester). Yield: 94.4%. As a reaction SMILES: [CH3:1][O:2][C:3](=[O:47])[C:4]1[CH:9]=[CH:8][C:7]([O:10][CH2:11][CH2:12][C:13]2[C:21]3[C:16](=[CH:17][CH:18]=[C:19]([Cl:22])[CH:20]=3)[N:15]([CH:23]([C:30]3[CH:35]=[CH:34][CH:33]=[CH:32][CH:31]=3)[C:24]3[CH:29]=[CH:28][CH:27]=[CH:26][CH:25]=3)[C:14]=2[CH2:36][CH2:37]OS(C)(=O)=O)=[CH:6][C:5]=1[O:43][CH:44]([CH3:46])[CH3:45].[N-:48]=[N+:49]=[N-:50].[Na+].O>CN(C=O)C>[CH3:1][O:2][C:3](=[O:47])[C:4]1[CH:9]=[CH:8][C:7]([O:10][CH2:11][CH2:12][C:13]2[C:21]3[C:16](=[CH:17][CH:18]=[C:19]([Cl:22])[CH:20]=3)[N:15]([CH:23]([C:30]3[CH:31]=[CH:32][CH:33]=[CH:34][CH:35]=3)[C:24]3[CH:25]=[CH:26][CH:27]=[CH:28][CH:29]=3)[C:14]=2[CH2:36][CH2:37][N:48]=[N+:49]=[N-:50])=[CH:6][C:5]=1[O:43][CH:44]([CH3:46])[CH3:45] |f:1.2|. Reported procedure: The mesylate from Step 5 (0.115 g, 0.17 mmol) was dissolved in DMF (5 mL). NaN3 (0.065 g, 1.0 mmol) was added and the mixture was heated to 60° C. and stirred for three hours. Reaction was cooled to room temperature and water was added. Extracted with EtOAc and washed organic layer with brine. Dried organics over sodium sulfate and filtered and concentrated by rotary evaporation. Dried further under a strong vacuum. Obtained 0.100 g of 4-{2-[2-(2-Azido-ethyl)-1-benzhydryl-5-chloro-1H-indol-3-yl]...